This data is from the Open Reaction Database (ORD), a public repository of structured organic reaction records. The task is: describe an organic reaction: reactants, conditions, products, and yield Reactants: FC(COC1=CC=C(C=C1)N)(F)F (4-(2,2,2-Trifluoro-ethoxy)-phenylamine), C(=O)(O)[O-].[Na+] (NaHCO3), ClC(Cl)(OC(OC(Cl)(Cl)Cl)=O)Cl (triphosgene). Procedure: 2,2,2-Trifluoro-ethanol (7.09 g, 70.09 mmol) and stirred for 30 min. A solution of 1-Fluoro-4-nitro-benzene (10 g, 70.09 mmol) in DMF (25 mL) was added at 5-15° C., allowed to rt, stirred for 2 h, quenched with ice-water, filtered, washed with water and dried under high vacuum to obtain 14 g (89%) 1-Nitro-4-(2,2,2-trifluoro-ethoxy)-benzene as yellow solid. Subsequently, a solution of 1-Nitro-4-(2,2,2-trifluoro-ethoxy)-benzene (50 g, 226.2 mmol) in methanol (400 mL) was purged with nitrogen and 1... Isolated yield 73.3%. Yields the product N(=C=O)C1=CC=C(C=C1)OCC(F)(F)F (1-Isocyanato-4-(2,2,2-trifluoro-ethoxy)-benzene). Reaction SMILES: [F:1][C:2]([F:13])([F:12])[CH2:3][O:4][C:5]1[CH:10]=[CH:9][C:8]([NH2:11])=[CH:7][CH:6]=1.[C:14]([O-])(O)=[O:15].[Na+].ClC(Cl)(OC(=O)OC(Cl)(Cl)Cl)Cl>C(Cl)Cl.C1(C)C=CC=CC=1>[N:11]([C:8]1[CH:7]=[CH:6][C:5]([O:4][CH2:3][C:2]([F:12])([F:13])[F:1])=[CH:10][CH:9]=1)=[C:14]=[O:15] |f:1.2|. Conditions: temperature 10 celsius, time 10 minute. The solvent is C(Cl)Cl (DCM), C1(=CC=CC=C1)C (toluene). Reactants: Cl (hydrogen chloride), COC(=O)C=1C=NC=CC1C(=O)O (Pyridine-3,4-dicarboxylic acid 3-methyl ester). Solvent: CO (methanol). Product: Cl.COC(=O)[C@@H]1CNCC[C@@H]1C(=O)O (cis Piperidine-3,4-dicarboxylic acid-3-methyl ester hydrochloride). Yield: 100.0%. RXN SMILES: [CH3:1][O:2][C:3]([C:5]1[CH:6]=[N:7][CH:8]=[CH:9][C:10]=1[C:11]([OH:13])=[O:12])=[O:4].[ClH:14]>CO>[ClH:14].[CH3:1][O:2][C:3]([C@H:5]1[C@@H:10]([C:11]([OH:13])=[O:12])[CH2:9][CH2:8][NH:7][CH2:6]1)=[O:4] |f:3.4|. Reported procedure: Pyridine-3,4-dicarboxylic acid 3-methyl ester (5.00 g, 27.6 mmol), prepared by the method of J. C. S. Perkin I, 1981, 3012, in methanol (50 ml) was treated with excess ethereal hydrogen chloride and the solution evaporated to dryness. The resulting salt in methanol (100 ml) was hydrogenated over platinum oxide (500 mg) at 50 p.s.i. and ambient temperature until uptake ceased (24 h). The catalyst was removed by filtration through Hyflo and the filtrate evaporated to give the title compound (6.17 ... Yield: 84.0%. The solvent is C(C)O (ethanol). Reaction conditions: temperature 90 celsius. Reported procedure: The compound (40 mg, 0.120 mmol) prepared in step 7 was dissolved in ethanol (3 ml), added with 12 N hydrochloric acid (2 ml). The resulting mixture was refluxed for 12 hours at 90° C. Once the reaction was completed, the mixture was concentrated under reduced pressure and the residue was washed ethyl acetate to obtain the title compound (36 mg, yield: 84%, yellow solid). Reactants: CN(CCOC1=CC2=C(N(C(C=3CCCNC23)=O)COC)C=C1)C (9-[2-(Dimethylamino)ethoxy]-6-(methoxymethyl)-1,2,3,4-tetrahydrobenzo[h][1,6]naphthyridine-5(6H)-one), Cl (hydrochloric acid). Product: Cl.CN(CCOC1=CC2=C(NC(C=3CCCNC23)=O)C=C1)C (9-[2-(Dimethylamino)ethoxy]-1,2,3,4-tetrahydrobenzo[h][1,6]naphthyridine-5(6H)-one hydrochloride). As a reaction SMILES: [CH3:1][N:2]([CH3:24])[CH2:3][CH2:4][O:5][C:6]1[CH:23]=[CH:22][C:9]2[N:10](COC)[C:11](=[O:18])[C:12]3[CH2:13][CH2:14][CH2:15][NH:16][C:17]=3[C:8]=2[CH:7]=1.[ClH:25]>C(O)C>[ClH:25].[CH3:1][N:2]([CH3:24])[CH2:3][CH2:4][O:5][C:6]1[CH:23]=[CH:22][C:9]2[NH:10][C:11](=[O:18])[C:12]3[CH2:13][CH2:14][CH2:15][NH:16][C:17]=3[C:8]=2[CH:7]=1 |f:3.4|. The reactants are O (Water), C1(=CC=CC=C1)P(C1=CC=CC=C1)C1=CC=CC=C1 (Triphenylphosphine), C(Br)(Br)(Br)Br (carbon tetrabromide), C(C)(C)(C)C1=CC=C(C=C1)\C(=C/CO)\C1=NC(=C(C=C1)Cl)OC ((2E)-3-(4-tert-butylphenyl)-3-(5-chloro-6-methoxypyridin-2-yl)prop-2-en-1-ol). Solvent: O1CCCC1 (tetrahydrofuran). Yields the product BrC/C=C(\C1=CC=C(C=C1)C(C)(C)C)/C1=CC=C(C(=N1)OC)Cl (6-[(1E)-3-Bromo-1-(4-tert-butylphenyl)prop-1-en-1-yl]-3-chloro-2-methoxypyridine). Isolated yield 118.0%. RXN SMILES: C1(P(C2C=CC=CC=2)C2C=CC=CC=2)C=CC=CC=1.[C:20]([Br:24])(Br)(Br)Br.[C:25]([C:29]1[CH:34]=[CH:33][C:32](/[C:35](/[C:39]2[CH:44]=[CH:43][C:42]([Cl:45])=[C:41]([O:46][CH3:47])[N:40]=2)=[CH:36]\CO)=[CH:31][CH:30]=1)([CH3:28])([CH3:27])[CH3:26].O>O1CCCC1>[Br:24][CH2:20]/[CH:36]=[C:35](/[C:39]1[N:40]=[C:41]([O:46][CH3:47])[C:42]([Cl:45])=[CH:43][CH:44]=1)\[C:32]1[CH:31]=[CH:30][C:29]([C:25]([CH3:28])([CH3:26])[CH3:27])=[CH:34][CH:33]=1. Procedure details: Triphenylphosphine (1.10 g) and carbon tetrabromide (1.81 g) were sequentially added to a solution of (2E)-3-(4-tert-butylphenyl)-3-(5-chloro-6-methoxypyridin-2-yl)prop-2-en-1-ol (912 mg) in tetrahydrofuran (30 mL) under ice-cooling, and the mixture was stirred under ice-cooling for 1.5 hours. Water was added to the reaction solution, followed by extraction with ethyl acetate. The organic layer was washed with brine and dried over sodium sulfate. After filtration, the solvent was evaporated unde... Starting materials: Cl.NC1=NC=CC2=CC(=CC=C12)CC(C(N1CCCCC1)=O)NC(CNS(=O)(=O)C=1C(=C(C2=C(CCC(O2)(C)C)C1C)C)C)=O (N-[1-[(1-Amino-6-isoquinolinyl)methyl]-2-oxo-2-(1-piperidinyl)ethyl]-2-[[(3,4-dihydro-2,2,5,7,8-pentamethyl-2H-1-benzopyran-6-yl)sulfonyl]amino]acetamide hydrochloride), N([C@@H](CCC(O)=O)C(=O)OC(C)(C)C)C(=O)OCC1C2=CC=CC=C2C2=CC=CC=C12 (Fmoc-Glu-OtBu), [Cl-] (chloride), NC1=NC=CC2=CC(=CC=C12)CC(C(N1CCCCC1)=O)NC(OC(C)(C)C)=O (1,1-Dimethylethyl 1-[(1-amino-6-isoquinolinyl)methyl]-2-oxo-2-(1-piperidinyl)ethyl-carbamate), N([C@@H](CCC(OCC)=O)C(=O)O)S(=O)(=O)C1=C(C)C=C(OC)C(C)=C1C (Mtr-Glu(OEt)-OH), N1(CCOCC1)C(C[C@@H](C(=O)O)NS(=O)(=O)C1=C(C(=C(C=C1C)OC)C)C)=O ((2S)-4-(4-Morpholinyl)-4-oxo-2-[(4-methoxy-2,3,6-trimethylphenylsulfonyl)amino]butanoic acid). The solvent is C(C)O (ethanol). Yields the product Cl.C(C)OC(CC[C@@H](C(=O)NC(C(N1CCCCC1)=O)CC=1C=C2C=CN=C(C2=CC1)N)NS(=O)(=O)C1=C(C(=C(C=C1C)OC)C)C)=O ((4S)-5-[[1-[(1-amino-6-isoquinolinyl)methyl]-2-oxo-2-(1-piperidinyl)ethyl]amino]-4-[[(4-methoxy-2,3,6-trimethylphenyl)sulfonyl]amino]-5-oxo-pentanoic acid ethylester hydrochloride). As a reaction SMILES: [ClH:1].NC1C2C(=CC(CC(NC(=O)CNS(C3C(C)=C(C)C4OC(C)(C)CCC=4C=3C)(=O)=O)C(=O)N3CCCCC3)=CC=2)C=CN=1.[NH2:46][C:47]1[C:56]2[C:51](=[CH:52][C:53]([CH2:57][CH:58]([NH:67][C:68](=[O:74])OC(C)(C)C)[C:59](=[O:66])[N:60]3[CH2:65][CH2:64][CH2:63][CH2:62][CH2:61]3)=[CH:54][CH:55]=2)[CH:50]=[CH:49][N:48]=1.[NH:75]([S:87]([C:90]1[C:99]([CH3:100])=[C:97]([CH3:98])[C:94]([O:95][CH3:96])=[CH:93][C:91]=1[CH3:92])(=[O:89])=[O:88])[C@H:76](C(O)=O)[CH2:77][CH2:78][C:79](=[O:83])[O:80][CH2:81][CH3:82].N(C(OCC1C2C(=CC=CC=2)C2C1=CC=CC=2)=O)[C@H](C(OC(C)(C)C)=O)CCC(=O)O.[Cl-].N1(C(=O)C[C@H](NS(C2C(C)=CC(OC)=C(C)C=2C)(=O)=O)C(O)=O)CCOCC1>C(O)C>[ClH:1].[CH2:81]([O:80][C:79](=[O:83])[CH2:78][CH2:77][C@H:76]([NH:75][S:87]([C:90]1[C:91]([CH3:92])=[CH:93][C:94]([O:95][CH3:96])=[C:97]([CH3:98])[C:99]=1[CH3:100])(=[O:88])=[O:89])[C:68]([NH:67][CH:58]([CH2:57][C:53]1[CH:52]=[C:51]2[C:56](=[CH:55][CH:54]=1)[C:47]([NH2:46])=[N:48][CH:49]=[CH:50]2)[C:59](=[O:66])[N:60]1[CH2:61][CH2:62][CH2:63][CH2:64][CH2:65]1)=[O:74])[CH3:82] |f:0.1,8.9|. Procedure details: The procedure described for 5c was used. Deprotection of 5a and coupling with Mtr-Glu(OEt)-OH (prepared from Fmoc-Glu-OtBu, ethanol and Mtr-chloride according to the procedure described for 51a) yielded after purification the title compound (76%) as a mixture of diastereomers (1:1). 1H-NMR 400 Hz (CD3OD) δ: 1.15-2.32 (11H, m), 2.13 (3H, s), 2.40 and 2.42 (3H, 2× s), 2.44 and 2.47 (3H, 2× s), 2.75-4.08 (11H, m), 4.99-5.19 (1H, m), 6.71 and 6.72 (1H, 2× s), 7.16-7.20 (1H, m), 7.51-7.76 (3H, m), 8.... Reactants: CC=1C=CC(=C(OCC2CCN(CC2)CCCNC2=NC=CC(=N2)C(=O)NCCNC(OC(C)(C)C)=O)C1)C(C)C (1,1-dimethylethyl 2-[[[2-[[3-[4-[[5-methyl-2-(1-methylethyl)phenoxy]methyl]piperidin-1-yl]propyl]amino]pyrimidin-4-yl]carbonyl]amino]ethylcarbamate), FC(C(=O)O)(F)F (trifluoroacetic acid). Reaction SMILES: [CH3:1][C:2]1[CH:3]=[CH:4][C:5]([CH:39]([CH3:41])[CH3:40])=[C:6]([CH:38]=1)[O:7][CH2:8][CH:9]1[CH2:14][CH2:13][N:12]([CH2:15][CH2:16][CH2:17][NH:18][C:19]2[N:24]=[C:23]([C:25]([NH:27][CH2:28][CH2:29][NH:30]C(=O)OC(C)(C)C)=[O:26])[CH:22]=[CH:21][N:20]=2)[CH2:11][CH2:10]1.FC(F)(F)C(O)=O>ClCCl>[NH2:30][CH2:29][CH2:28][NH:27][C:25]([C:23]1[CH:22]=[CH:21][N:20]=[C:19]([NH:18][CH2:17][CH2:16][CH2:15][N:12]2[CH2:13][CH2:14][CH:9]([CH2:8][O:7][C:6]3[CH:38]=[C:2]([CH3:1])[CH:3]=[CH:4][C:5]=3[CH:39]([CH3:41])[CH3:40])[CH2:10][CH2:11]2)[N:24]=1)=[O:26]. Procedure: 2.8 g (4.92 mmol) of 1,1-dimethylethyl 2-[[[2-[[3-[4-[[5-methyl-2-(1-methylethyl)phenoxy]methyl]piperidin-1-yl]propyl]amino]pyrimidin-4-yl]carbonyl]amino]ethylcarbamate in solution in 20 ml of dichloromethane are introduced into a 0.25 l round-bottomed flask, 20 ml of trifluoroacetic acid are then added and the mixture is heated at reflux for 5 h. Yields the product NCCNC(=O)C1=NC(=NC=C1)NCCCN1CCC(CC1)COC1=C(C=CC(=C1)C)C(C)C (N-(2-Aminoethyl)-2-[[3-[4-[[5-methyl-2-(1-methyl ethyl) phenoxy]methyl]piperidin-1-yl]propyl]amino]-pyrimidine-4-carboxamide). The solvent is ClCCl (dichloromethane). Yields the product BrCc1ccc(-c2ccon2)cc1. RXN SMILES: [Br:13][N:14]1[C:15](=[O:16])[CH2:17][CH2:18][C:19]1=[O:20].[C:21]([O:22][O:23][C:24](=[O:25])[c:26]1[cH:27][cH:28][cH:29][cH:30][cH:31]1)(=[O:32])[c:33]1[cH:34][cH:35][cH:36][cH:37][cH:38]1.[C:39]([Cl:40])([Cl:41])([Cl:42])[Cl:43].[CH3:1][c:2]1[cH:3][cH:4][c:5](-[c:8]2[n:9][o:10][cH:11][cH:12]2)[cH:6][cH:7]1>>[CH2:1]([c:2]1[cH:3][cH:4][c:5](-[c:8]2[n:9][o:10][cH:11][cH:12]2)[cH:6][cH:7]1)[Br:13]. Reactants: O=C1CCC(=O)N1Br, O=C(OOC(=O)c1ccccc1)c1ccccc1, ClC(Cl)(Cl)Cl, Cc1ccc(-c2ccon2)cc1. Starting materials: Cl (hydrochloric acid), ClC1=CC=C(C=C1)C1(CC1)C#N (1-(4-chlorophenyl)-1-cyclopropanecarbonitrile), solution, C[Mg]Cl (methylmagnesium chloride), O1CCCC1 (tetrahydrofuran), C1(=CC=CC=C1)C (toluene), C1(=CC=CC=C1)C (toluene). Product: ClC1=CC=C(C=C1)C1(CC1)C(C)=O (1-[1-(4-Chloro-phenyl)-cyclopropyl]-ethanone). The yield is 34.0%. RXN SMILES: Cl[C:2]1C=CC(C2(C#N)CC2)=C[CH:3]=1.C[Mg]Cl.[O:16]1[CH2:20][CH2:19]CC1.[ClH:21].[C:22]1([CH3:28])[CH:27]=[CH:26][CH:25]=[CH:24][CH:23]=1>>[Cl:21][C:25]1[CH:26]=[CH:27][C:22]([C:28]2([C:20](=[O:16])[CH3:19])[CH2:3][CH2:2]2)=[CH:23][CH:24]=1. Procedure: To a solution of 1-(4-chlorophenyl)-1-cyclopropanecarbonitrile (181 mg, 1.0 mmol) in toluene (5 mL) was added drop wise at 20° C. under an atmosphere of nitrogen a 3 M solution of methylmagnesium chloride in tetrahydrofuran (0.5 mL, 1.5 mmol). The reaction was heated for 16 h to 80° C. In an ice bath 6 N aqueous hydrochloric acid solution (1.08 mL) was added carefully and the reaction was heated to reflux for 2 h. The reaction was diluted with toluene, extracted once with water, once with brine,... Conditions: time 8 hour. As a reaction SMILES: [Li+].[OH-].C([O:5][C:6](=[O:25])[CH2:7][NH:8][C:9](=[O:24])[C:10]1[CH:15]=[CH:14][C:13]([O:16][CH2:17][C:18]2[CH:23]=[CH:22][CH:21]=[CH:20][CH:19]=2)=[CH:12][CH:11]=1)C>C1COCC1.CO.O>[CH2:17]([O:16][C:13]1[CH:14]=[CH:15][C:10]([C:9]([NH:8][CH2:7][C:6]([OH:25])=[O:5])=[O:24])=[CH:11][CH:12]=1)[C:18]1[CH:19]=[CH:20][CH:21]=[CH:22][CH:23]=1 |f:0.1,3.4.5|. Procedure details: LiOH (1.32 g, 31.5 mmol) was added to a stirred solution of (4-benzyloxy-benzoylamino)-acetic acid ethyl ester (2.47 g, 7.8 mmol) in THF:MeOH:H2O (2:2:1, 50 mL). The resulting mixture was stirred at room temperature overnight. The MeOH and THF were evaporated and the residue was diluted with water (20 mL) and acidified with 10% HCl solution. The resulting precipitate was washed with water followed by hexane and dried to afford 2.03 g (90.6 yield) of (4-benzyloxy-benzoylamino)-acetic acid. 1H NMR... The product is C(C1=CC=CC=C1)OC1=CC=C(C(=O)NCC(=O)O)C=C1 ((4-benzyloxy-benzoylamino)-acetic acid). Yield: 91.2%. Solvent: C1CCOC1.CO.O (THF MeOH H2O). Starting materials: [Li+].[OH-] (LiOH), C(C)OC(CNC(C1=CC=C(C=C1)OCC1=CC=CC=C1)=O)=O ((4-benzyloxy-benzoylamino)-acetic acid ethyl ester).